Dataset: the Open Reaction Database (ORD), a public repository of structured organic reaction records. Task: describe an organic reaction: reactants, conditions, products, and yield Reactants: COC(=O)C(C)(C)c1ccc(C#Cc2cc(OC)c3c(c2)C(C)(C)CCC3N(C)C2CC2)cc1, CO, Cl, [K+], C1CCOC1, [OH-]. Yields the product COc1cc(C#Cc2ccc(C(C)(C)C(=O)O)cc2)cc2c1C(N(C)C1CC1)CCC2(C)C. RXN SMILES: [CH3:1][O:2][C:3]([C:4]([CH3:5])([CH3:6])[c:7]1[cH:8][cH:9][c:10]([C:13]#[C:14][c:15]2[cH:16][c:17]3[c:22]([c:23]([O:25][CH3:26])[cH:24]2)[CH:21]([N:27]([CH3:28])[CH:29]2[CH2:30][CH2:31]2)[CH2:20][CH2:19][C:18]3([CH3:32])[CH3:33])[cH:11][cH:12]1)=[O:34].[CH3:38][OH:39].[ClH:37].[K+:36].[O:40]1[CH2:41][CH2:42][CH2:43][CH2:44]1.[OH-:35]>>[O:2]=[C:3]([C:4]([CH3:5])([CH3:6])[c:7]1[cH:8][cH:9][c:10]([C:13]#[C:14][c:15]2[cH:16][c:17]3[c:22]([c:23]([O:25][CH3:26])[cH:24]2)[CH:21]([N:27]([CH3:28])[CH:29]2[CH2:30][CH2:31]2)[CH2:20][CH2:19][C:18]3([CH3:32])[CH3:33])[cH:11][cH:12]1)[OH:34]. Reactants: CCc1c(Oc2cc(C)cc(C)c2)[nH]c(=O)[nH]c1=O, ClCc1c2ccccc2cc2ccccc12. Yields the product CCc1c(Oc2cc(C)cc(C)c2)n(Cc2c3ccccc3cc3ccccc23)c(=O)[nH]c1=O. As a reaction SMILES: [CH2:1]([CH3:2])[c:3]1[c:4](=[O:19])[nH:5][c:6](=[O:18])[nH:7][c:8]1[O:9][c:10]1[cH:11][c:12]([CH3:17])[cH:13][c:14]([CH3:16])[cH:15]1.[Cl:20][CH2:21][c:22]1[c:23]2[cH:24][cH:25][cH:26][cH:27][c:28]2[cH:29][c:30]2[cH:31][cH:32][cH:33][cH:34][c:35]12>>[CH2:1]([CH3:2])[c:3]1[c:4](=[O:19])[nH:5][c:6](=[O:18])[n:7]([CH2:21][c:22]2[c:23]3[cH:24][cH:25][cH:26][cH:27][c:28]3[cH:29][c:30]3[cH:31][cH:32][cH:33][cH:34][c:35]23)[c:8]1[O:9][c:10]1[cH:11][c:12]([CH3:17])[cH:13][c:14]([CH3:16])[cH:15]1. Yields the product CN(C)CC1CCN(C(=O)Nc2cc(Oc3ccc(N)cc3F)ncn2)C1. The reactants are [C+4], CN(C)CC1CCN(C(=O)Nc2cc(Oc3ccc([N+](=O)[O-])cc3F)ncn2)C1, C1CCOC1, [OH-], [OH-], [OH-], [OH-], [OH-], [OH-], [Pd+2]. RXN SMILES: [C+4:35].[CH3:1][N:2]([CH3:3])[CH2:4][CH:5]1[CH2:6][N:7]([C:10](=[O:11])[NH:12][c:13]2[n:14][cH:15][n:16][c:17]([O:19][c:20]3[c:21]([F:29])[cH:22][c:23]([N+:26]([O-:27])=[O:28])[cH:24][cH:25]3)[cH:18]2)[CH2:8][CH2:9]1.[O:30]1[CH2:31][CH2:32][CH2:33][CH2:34]1.[OH-:36].[OH-:38].[OH-:39].[OH-:40].[OH-:41].[OH-:42].[Pd+2:37]>>[CH3:1][N:2]([CH3:3])[CH2:4][CH:5]1[CH2:6][N:7]([C:10](=[O:11])[NH:12][c:13]2[n:14][cH:15][n:16][c:17]([O:19][c:20]3[c:21]([F:29])[cH:22][c:23]([NH2:26])[cH:24][cH:25]3)[cH:18]2)[CH2:8][CH2:9]1.